This data is from the Open Reaction Database (ORD), a public repository of structured organic reaction records. The task is: describe an organic reaction: reactants, conditions, products, and yield Reactants: COC1=C(CNC=2C3=C(N=CN2)N(C=C3)[C@@H]3O[C@@H]([C@@H]2[C@H]3OC(O2)(C)C)CN(CCCN)C(C)C)C=CC(=C1)OC (N1-(((3aR,4R,6R,6aR)-6-(4-((2,4-dimethoxybenzyl)amino)-7H-pyrrolo[2,3-d]pyrimidin-7-yl)-2,2-dimethyltetrahydrofuro[3,4-d][1,3]dioxol-4-yl)methyl)-N1-isopropylpropane-1,3-diamine), C(C)(C)(C)C1=CC=C(C=C1)N=C=O (1-tert-butyl-4-isocyanatobenzene). Solvent: C(Cl)Cl (methylene chloride), C(Cl)Cl (methylene chloride). Reaction conditions: time 1 hour. The product is C(C)(C)(C)C1=CC=C(C=C1)NC(=O)NCCCN(C(C)C)C[C@H]1O[C@H]([C@@H]2OC(O[C@@H]21)(C)C)N2C=CC1=C2N=CN=C1NCC1=C(C=C(C=C1)OC)OC (1-(4-(tert-butyl)phenyl)-3-(3-((((3aR,4R,6R,6aR)-6-(4-((2,4-dimethoxybenzyl)amino)-7H-pyrrolo[2,3-d]pyrimidin-7-yl)-2,2-dimethyltetrahydrofuro[3,4-d][1,3]dioxol-4-yl)methyl)(isopropyl)amino)propyl)urea). The yield is 73.3%. As a reaction SMILES: [CH3:1][O:2][C:3]1[CH:38]=[C:37]([O:39][CH3:40])[CH:36]=[CH:35][C:4]=1[CH2:5][NH:6][C:7]1[C:8]2[CH:15]=[CH:14][N:13]([C@H:16]3[C@@H:20]4[O:21][C:22]([CH3:25])([CH3:24])[O:23][C@@H:19]4[C@@H:18]([CH2:26][N:27]([CH:32]([CH3:34])[CH3:33])[CH2:28][CH2:29][CH2:30][NH2:31])[O:17]3)[C:9]=2[N:10]=[CH:11][N:12]=1.[C:41]([C:45]1[CH:50]=[CH:49][C:48]([N:51]=[C:52]=[O:53])=[CH:47][CH:46]=1)([CH3:44])([CH3:43])[CH3:42]>C(Cl)Cl>[C:41]([C:45]1[CH:50]=[CH:49][C:48]([NH:51][C:52]([NH:31][CH2:30][CH2:29][CH2:28][N:27]([CH2:26][C@@H:18]2[C@@H:19]3[C@@H:20]([O:21][C:22]([CH3:24])([CH3:25])[O:23]3)[C@H:16]([N:13]3[C:9]4[N:10]=[CH:11][N:12]=[C:7]([NH:6][CH2:5][C:4]5[CH:35]=[CH:36][C:37]([O:39][CH3:40])=[CH:38][C:3]=5[O:2][CH3:1])[C:8]=4[CH:15]=[CH:14]3)[O:17]2)[CH:32]([CH3:34])[CH3:33])=[O:53])=[CH:47][CH:46]=1)([CH3:44])([CH3:42])[CH3:43]. Procedure details: A suspension of N1-(((3aR,4R,6R,6aR)-6-(4-((2,4-dimethoxybenzyl)amino)-7H-pyrrolo[2,3-d]pyrimidin-7-yl)-2,2-dimethyltetrahydrofuro[3,4-d][1,3]dioxol-4-yl)methyl)-N1-isopropylpropane-1,3-diamine (1.11 g, 2.00 mmol, crude from step 6) in methylene chloride (40 mL) was treated dropwise with a solution of 1-tert-butyl-4-isocyanatobenzene (0.36 mL, 2.0 mmol) in methylene chloride (3.5 mL) and allowed to stir at room temperature. After 1 h, reaction was complete by HPLC. The reaction mixture was conce... Starting materials: B (borane), C1(NC(C2(C3=CC=CC=C13)CC2)=O)=O (1′H-spiro[cyclopropane-1,4′-isoquinoline]-1′,3′(2′H)-dione), CO (methanol). Run in C1CCOC1 (THF), C1CCOC1 (THF). Conditions: temperature 0 celsius. Yields the product C1NCC2(C3=CC=CC=C13)CC2 (2′,3′-dihydro-1′H-spiro[cyclopropane-1,4′-isoquinoline]). RXN SMILES: [C:1]1(=O)[C:10]2[C:5](=[CH:6][CH:7]=[CH:8][CH:9]=2)[C:4]2([CH2:12][CH2:11]2)[C:3](=O)[NH:2]1.B.CO>C1COCC1>[CH2:1]1[C:10]2[C:5](=[CH:6][CH:7]=[CH:8][CH:9]=2)[C:4]2([CH2:12][CH2:11]2)[CH2:3][NH:2]1. Reported procedure: 0.5 g (2.7 mmol) 1′H-spiro[cyclopropane-1,4′-isoquinoline]-1′,3′(2′H)-dione in 50 mL THF were heated to the reflux temperature of the solvent. 11 mL (11 mmol) of a 1M borane in THF solution were added dropwise and the mixture was refluxed for 3 h. The reaction mixture was cooled to 0° C. and mixed with 50 mL methanol. The reaction mixture was evaporated down, the residue was combined with 15 mL of a 4M hydrochloric acid solution and refluxed for 30 min. After neutralisation with 15 mL of an aque... Reactants: C1(C=2C(C(N1CCCC=1C=C(OC(C(=O)OC(C)(C)C)(C)C)C=CC1)=O)=CC=CC2)=O (tert-Butyl 2-[3-(3-phthalimidopropyl)phenoxy]-2-methylpropionate), O.NN (hydrazine monohydrate). Solvent: C(C)O (ethanol). Reaction conditions: temperature 80 celsius, time 8 hour. Product: NCCCC=1C=C(OC(C(=O)OC(C)(C)C)(C)C)C=CC1 (tert-Butyl 2-[3-(3-Aminopropyl)phenoxy]-2-methylpropionate). As a reaction SMILES: C1(=O)[N:5]([CH2:6][CH2:7][CH2:8][C:9]2[CH:10]=[C:11]([CH:23]=[CH:24][CH:25]=2)[O:12][C:13]([CH3:22])([CH3:21])[C:14]([O:16][C:17]([CH3:20])([CH3:19])[CH3:18])=[O:15])C(=O)C2=CC=CC=C12.O.NN>C(O)C>[NH2:5][CH2:6][CH2:7][CH2:8][C:9]1[CH:10]=[C:11]([CH:23]=[CH:24][CH:25]=1)[O:12][C:13]([CH3:22])([CH3:21])[C:14]([O:16][C:17]([CH3:19])([CH3:20])[CH3:18])=[O:15] |f:1.2|. Procedure: tert-Butyl 2-[3-(3-phthalimidopropyl)phenoxy]-2-methylpropionate (1.87 g, 4.41 mmol) was dissolved in ethanol (10.0 mL) Subsequently, hydrazine monohydrate (184 mg, 5.74 mmol) was added dropwise, and the mixture was stirred overnight at 80° C. Thereafter, the temperature of the mixture was returned to room temperature, and the mixture was subjected to filtration. The resultant filtrate was subjected to drying over sodium sulfate, concentration under reduced pressure, and purification by silica g...